Dataset: the Open Reaction Database (ORD), a public repository of structured organic reaction records. Task: describe an organic reaction: reactants, conditions, products, and yield Reactants: CN1C=CC2=C(C=CC=C12)NC1=C(C=NC=2N1N=CC2C(=O)O)C(=O)N2CCC(CC2)C2=CC=CC=C2 (7-(1-Methyl-4-indolylamino)-6-(4-phenylpiperidine-1-carbonyl)pyrazolo[1,5-a]pyrimidine-3-carboxylic acid), C(C)S(=O)(=O)N (ethanesulfonamide). Product: CN1C=CC2=C(C=CC=C12)NC1=C(C=NC=2N1N=CC2C(=O)NS(=O)(=O)CC)C(=O)N2CCC(CC2)C2=CC=CC=C2 (N-[7-(1-Methyl-4-indolylamino)-6-(4-phenylpiperidine-1-carbonyl)pyrazolo[1,5-a]pyrimidine-3-carbonyl]ethanesulfonamide). Isolated yield 44.4%. RXN SMILES: [CH3:1][N:2]1[C:10]2[C:5](=[C:6]([NH:11][C:12]3[N:17]4[N:18]=[CH:19][C:20]([C:21](O)=[O:22])=[C:16]4[N:15]=[CH:14][C:13]=3[C:24]([N:26]3[CH2:31][CH2:30][CH:29]([C:32]4[CH:37]=[CH:36][CH:35]=[CH:34][CH:33]=4)[CH2:28][CH2:27]3)=[O:25])[CH:7]=[CH:8][CH:9]=2)[CH:4]=[CH:3]1.[CH2:38]([S:40]([NH2:43])(=[O:42])=[O:41])[CH3:39]>>[CH3:1][N:2]1[C:10]2[C:5](=[C:6]([NH:11][C:12]3[N:17]4[N:18]=[CH:19][C:20]([C:21]([NH:43][S:40]([CH2:38][CH3:39])(=[O:42])=[O:41])=[O:22])=[C:16]4[N:15]=[CH:14][C:13]=3[C:24]([N:26]3[CH2:27][CH2:28][CH:29]([C:32]4[CH:37]=[CH:36][CH:35]=[CH:34][CH:33]=4)[CH2:30][CH2:31]3)=[O:25])[CH:7]=[CH:8][CH:9]=2)[CH:4]=[CH:3]1. Reported procedure: In the same manner as in Example 1, step 6 and using 7-(1-methyl-4-indolylamino)-6-(4-phenylpiperidine-1-carbonyl)pyrazolo[1,5-a]pyrimidine-3-carboxylic acid (0.05 g, 0.10 mmol) obtained in step 2 and ethanesulfonamide (0.065 g, 0.6 mmol), the title compound (0.026 g, 44%) was obtained. Starting materials: CC(=O)C1=CC(=CC=C1)Br (3-bromoacetophenone), C(=O)O (formic acid), C(=O)N (formamide), Cl (HCl). Run in C(C)O (Ethanol). Reaction conditions: temperature 220 celsius. Product: BrC=1C=C(C=CC1)C(C)N (1-(3-Bromophenyl)ethanamine). Reaction SMILES: [CH3:1][C:2]([C:4]1[CH:9]=[CH:8][CH:7]=[C:6]([Br:10])[CH:5]=1)=O.C(O)=O.C([NH2:16])=O.Cl>C(O)C>[Br:10][C:6]1[CH:5]=[C:4]([CH:2]([NH2:16])[CH3:1])[CH:9]=[CH:8][CH:7]=1. Procedure: A mixture of commercially available 3-bromoacetophenone (30 g, 0.1508 mol), formic acid (47 ml) and formamide (70 ml) was heated to 220° C. for 5 h. The brown liquid obtained was cooled to RT, quenched with water and extracted with ethyl acetate. The organic layer was washed with water, brine and concentrated to provide a brown liquid. Ethanol (375 ml) and conc.HCl (75 ml) were added to the brown liquid and the reaction mixture refluxed over night. Ethanol was removed completely under reduced pr... Starting materials: [Al+3], CON(C)C(=O)Cc1cccc(Cl)c1, [H-], [H-], [H-], [H-], [K+], [Li+], C1CCOC1, O, O=S(=O)([O-])O. Yields the product O=CCc1cccc(Cl)c1. As a reaction SMILES: [Al+3:2].[Cl:7][c:8]1[cH:9][c:10]([CH2:14][C:15](=[O:16])[N:17]([O:18][CH3:19])[CH3:20])[cH:11][cH:12][cH:13]1.[H-:1].[H-:4].[H-:5].[H-:6].[K+:26].[Li+:3].[O:27]1[CH2:28][CH2:29][CH2:30][CH2:31]1.[OH2:32].[S:21](=[O:22])(=[O:23])([OH:24])[O-:25]>>[Cl:7][c:8]1[cH:9][c:10]([CH2:14][CH:15]=[O:16])[cH:11][cH:12][cH:13]1. Starting materials: COC=1C=C(C=CC1OC)C(C(=O)O)CNC(=O)CC1=CC(=C(C=C1)OC)OC (2-(3,4-dimethoxyphenyl)-3-{{[(3,4-dimethoxyphenyl)methyl]carbonyl}amino}propanoic acid), S(O)(O)(=O)=O (sulfuric acid), CO (methanol). Yields the product COC(C(CNC(=O)CC1=CC(=C(C=C1)OC)OC)C1=CC(=C(C=C1)OC)OC)=O (2-(3,4-dimethoxyphenyl)-3-{{[(3,4-dimethoxyphenyl)methyl]carbonyl}amino}propanoic acid methyl ester). As a reaction SMILES: [CH3:1][O:2][C:3]1[CH:4]=[C:5]([CH:11]([CH2:15][NH:16][C:17]([CH2:19][C:20]2[CH:25]=[CH:24][C:23]([O:26][CH3:27])=[C:22]([O:28][CH3:29])[CH:21]=2)=[O:18])[C:12]([OH:14])=[O:13])[CH:6]=[CH:7][C:8]=1[O:9][CH3:10].S(=O)(=O)(O)O.[CH3:35]O>>[CH3:35][O:13][C:12](=[O:14])[CH:11]([C:5]1[CH:6]=[CH:7][C:8]([O:9][CH3:10])=[C:3]([O:2][CH3:1])[CH:4]=1)[CH2:15][NH:16][C:17]([CH2:19][C:20]1[CH:25]=[CH:24][C:23]([O:26][CH3:27])=[C:22]([O:28][CH3:29])[CH:21]=1)=[O:18]. Procedure: A solution of 23.3 g of 2-(3,4-dimethoxyphenyl)-3-{{[(3,4-dimethoxyphenyl)methyl]carbonyl}amino}propanoic acid and 15.5 ml of concentrated sulfuric acid in 300 ml of methanol was refluxed for 6 hours and evaporated to dryness. The residue was partitioned between ethyl acetate and dilute sodium bicarbonate solution and the organic layer was dried and evaporated to give 15.5 g of crude 2-(3,4-dimethoxyphenyl)-3-{{[(3,4-dimethoxyphenyl)methyl]carbonyl}amino}propanoic acid methyl ester. Crystallizat... Reactants: Cl (hydrochloric acid), N1C(=CC2=CC=CC=C12)C(=O)NC1C(N(C2=C(C(=N1)C1=CC=CC=C1)C=CC=C2)C\C=C\C(=O)OC)=O ((3RS)-1,3-dihydro-3-(2-indolylcarbonylamino)-1-[(E)-3-methoxycarbonyl-2-propenyl]-5-phenyl-2H-1,4-benzodiazepine-2-one), O1CCCC1 (tetrahydrofuran), [OH-].[Na+] (sodium hydroxide). Run in C(C)(=O)OCC (ethyl acetate), O (water), CO (methanol). Run at time 1 hour. Product: N1C(=CC2=CC=CC=C12)C(=O)NC1C(N(C2=C(C(=N1)C1=CC=CC=C1)C=CC=C2)C\C=C\C(=O)O)=O ((3RS)-1,3-dihydro-3-(2-indolylcarbonylamino )-1-[(E)-3-carboxy-2-propenyl]-5-phenyl-2H-1,4-benzodiazepine-2-one). The yield is 17.5%. As a reaction SMILES: [NH:1]1[C:9]2[C:4](=[CH:5][CH:6]=[CH:7][CH:8]=2)[CH:3]=[C:2]1[C:10]([NH:12][CH:13]1[N:19]=[C:18]([C:20]2[CH:25]=[CH:24][CH:23]=[CH:22][CH:21]=2)[C:17]2[CH:26]=[CH:27][CH:28]=[CH:29][C:16]=2[N:15]([CH2:30]/[CH:31]=[CH:32]/[C:33]([O:35]C)=[O:34])[C:14]1=[O:37])=[O:11].O1CCCC1.[OH-].[Na+].Cl>C(OCC)(=O)C.O.CO>[NH:1]1[C:9]2[C:4](=[CH:5][CH:6]=[CH:7][CH:8]=2)[CH:3]=[C:2]1[C:10]([NH:12][CH:13]1[N:19]=[C:18]([C:20]2[CH:25]=[CH:24][CH:23]=[CH:22][CH:21]=2)[C:17]2[CH:26]=[CH:27][CH:28]=[CH:29][C:16]=2[N:15]([CH2:30]/[CH:31]=[CH:32]/[C:33]([OH:35])=[O:34])[C:14]1=[O:37])=[O:11] |f:2.3|. Procedure details: A mixture of (3RS)-1,3-dihydro-3-(2-indolylcarbonylamino)-1-[(E)-3-methoxycarbonyl-2-propenyl]-5-phenyl-2H-1,4-benzodiazepine-2-one (0.47 g), tetrahydrofuran (15 ml), methanol (7.5 ml) and 1N aqueous sodium hydroxide (1 ml) was stirred for 1.0 hour at room temperature and cooled. To the cooled reaction mixture were added water (100 ml) and ethyl acetate (100 ml) and the mixture was adjusted to pH 4.0 with 6N hydrochloric acid under stirring. The organic layer was separated, washed with water, dr...